This data is from the Open Reaction Database (ORD), a public repository of structured organic reaction records. The task is: describe an organic reaction: reactants, conditions, products, and yield The reactants are CCC(C)C(NC(=O)OC(C)(C)C)C(=O)NC(CO)Cc1c[nH]c2ccccc12, ClC(Cl)Cl, O=C(O)C(F)(F)F. Yields the product CCC(C)C(N)C(=O)NC(CO)Cc1c[nH]c2ccccc12. As a reaction SMILES: [C:1]([O:2][C:3](=[O:4])[NH:8][CH:9]([CH:10]([CH3:11])[CH2:12][CH3:13])[C:14](=[O:15])[NH:16][CH:17]([CH2:18][c:19]1[cH:20][nH:21][c:22]2[cH:23][cH:24][cH:25][cH:26][c:27]12)[CH2:28][OH:29])([CH3:5])([CH3:6])[CH3:7].[CH:37]([Cl:38])([Cl:39])[Cl:40].[OH:30][C:31]([C:32]([F:33])([F:34])[F:35])=[O:36]>>[NH2:8][CH:9]([CH:10]([CH3:11])[CH2:12][CH3:13])[C:14](=[O:15])[NH:16][CH:17]([CH2:18][c:19]1[cH:20][nH:21][c:22]2[cH:23][cH:24][cH:25][cH:26][c:27]12)[CH2:28][OH:29].